The task is: describe an organic reaction: reactants, conditions, products, and yield. This data is from the Open Reaction Database (ORD), a public repository of structured organic reaction records. The reactants are amino acid, amino acid, NCC(=O)O (glycine), NC(C(=O)O)C(CCCO)O (α-amino-β-hydroxy-6-hydroxyhexanoic acid), NCC(=O)O (glycine), amino acid, formate ester. Reaction conditions: time 0.5 hour. Product: NC(C(=O)O)C(CCCOC=O)O (α-Amino-β-hydroxy-6-formyloxyhexanoic acid). Reaction SMILES: NC[C:3](O)=[O:4].[NH2:6][CH:7]([CH:11]([OH:16])[CH2:12][CH2:13][CH2:14][OH:15])[C:8]([OH:10])=[O:9]>>[NH2:6][CH:7]([CH:11]([OH:16])[CH2:12][CH2:13][CH2:14][O:15][CH:3]=[O:4])[C:8]([OH:10])=[O:9]. Reported procedure: From the first aliquot taken at 0.5 h, two new amino aids were noted upon amino acid analysis. A small peak appeared at 15.6 min, just after the glycine peak. The other was a large, sharp peak at 22.5 minutes. By three hours, the peak at 22.5 minutes, corresponding to the expected amino acid reached a maximum at about 10% of the glycine peak and then slowly decreased while the peak at 15.6 minutes increased slightly in intensity. The amino acid eluting at 15.6 min is the product from slow hydrol... Reactants: CO, N#Cc1cccc(-n2cnc3cnc4ccc(Cl)cc4c32)c1, N. Yields the product NCc1cccc(-n2cnc3cnc4ccc(Cl)cc4c32)c1. Reaction SMILES: [CH3:23][OH:24].[Cl:1][c:2]1[cH:3][c:4]2[c:5]3[c:6]([cH:7][n:8][c:9]2[cH:10][cH:11]1)[n:12][cH:13][n:14]3-[c:15]1[cH:16][c:17]([C:18]#[N:19])[cH:20][cH:21][cH:22]1.[NH3:25]>>[Cl:1][c:2]1[cH:3][c:4]2[c:5]3[c:6]([cH:7][n:8][c:9]2[cH:10][cH:11]1)[n:12][cH:13][n:14]3-[c:15]1[cH:16][c:17]([CH2:18][NH2:19])[cH:20][cH:21][cH:22]1. The reactants are O (water), C(CCCCCCC\C=C/CCCCCCCC)CCCCCCCC\C=C/CCCCCCCC(=O)[NH-] (N-oleyloleoylamide), [H-].[Al+3].[Li+].[H-].[H-].[H-] (Lithium aluminum hydride), CO (Methanol), resultant suspension. The solvent is C(Cl)Cl (Methylene chloride), C1CCOC1 (THF). The product is C(CCCCCCC\C=C/CCCCCCCC)NCCCCCCCC\C=C/CCCCCCCC (dioleylamine). As a reaction SMILES: C([CH2:19][CH2:20][CH2:21][CH2:22][CH2:23][CH2:24][CH2:25][CH2:26]/[CH:27]=[CH:28]\[CH2:29][CH2:30][CH2:31][CH2:32][CH2:33][CH2:34][CH2:35][C:36]([NH-:38])=O)CCCCCCC/C=C\CCCCCCCC.[H-].[Al+3].[Li+].[H-].[H-].[H-].CO.O>C1COCC1.C(Cl)Cl>[CH2:19]([NH:38][CH2:36][CH2:35][CH2:34][CH2:33][CH2:32][CH2:31][CH2:30][CH2:29]/[CH:28]=[CH:27]\[CH2:26][CH2:25][CH2:24][CH2:23][CH2:22][CH2:21][CH2:20][CH3:19])[CH2:20][CH2:21][CH2:22][CH2:23][CH2:24][CH2:25][CH2:26]/[CH:27]=[CH:28]\[CH2:29][CH2:30][CH2:31][CH2:32][CH2:33][CH2:34][CH2:35][CH3:36] |f:1.2.3.4.5.6|. Reported procedure: A solution of N-oleyloleoylamide (prepared above) in THF (100 mL) was warmed to 40° C. Lithium aluminum hydride was slowly added until violent evolution of gas ceased. The reaction mixture was heated to reflux for one hour and then cooled to room temperature. Methanol (100 mL) was slowly added, followed by water (200 mL). Methylene chloride was added and the resultant suspension was stirred for fifteen minutes. The slurry was filtered and the precipitate was washed with ethanolmethylene chloride... The reactants are C1(CC1)N1C=C(C(C2=C(C(=C(C(=C12)F)F)F)N)=O)C(=O)O (1-cyclopropyl-5-amino-6,7,8-trifluoro-4-oxo-1,4-dihydroquinoline-3-carboxylic acid), CON=C1CNCC1CN (4-aminomethylpyrrolidin-3-one O-methyloxime). Yields the product C1(CC1)N1C=C(C(C2=C(C(=C(C(=C12)F)N1CC(C(C1)CN)=NOC)F)N)=O)C(=O)O (1-cyclopropyl-5-amino-6,8-difluoro-7-(4-aminomethyl-3-methyloxyiminopyrrolidin-1-yl)-4-oxo-1,4-dihydroquinoline-3-carboxylic acid). Yield: 39.9%. Reaction SMILES: [CH:1]1([N:4]2[C:13]3[C:8](=[C:9]([NH2:17])[C:10]([F:16])=[C:11](F)[C:12]=3[F:14])[C:7](=[O:18])[C:6]([C:19]([OH:21])=[O:20])=[CH:5]2)[CH2:3][CH2:2]1.[CH3:22][O:23][N:24]=[C:25]1[CH:29]([CH2:30][NH2:31])[CH2:28][NH:27][CH2:26]1>>[CH:1]1([N:4]2[C:13]3[C:8](=[C:9]([NH2:17])[C:10]([F:16])=[C:11]([N:27]4[CH2:28][CH:29]([CH2:30][NH2:31])[C:25](=[N:24][O:23][CH3:22])[CH2:26]4)[C:12]=3[F:14])[C:7](=[O:18])[C:6]([C:19]([OH:21])=[O:20])=[CH:5]2)[CH2:2][CH2:3]1. Procedure details: 143 mg (0.5 mmole) of 1-cyclopropyl-5-amino-6,7,8-trifluoro-4-oxo-1,4-dihydroquinoline-3-carboxylic acid and 205 mg (0.55 mmole) of 4-aminomethylpyrrolidin-3-one O-methyloxime ditrifluorcacetate were refluxed for 4 hours under heating according to the same manner as Example 177. Then, the reaction solution was concentrated and the residue was purified with preparative HPLC to obtain 84 mg (Yield: 40%) of the title compound. The reactants are ClC1=C(C=2N=CN(C(C2S1)=O)CC(C[C@@H]1N(CCC[C@H]1OC)C(=O)OC)=O)Cl (methyl trans-2-[3-(6,7-dichloro-3,4-dihydro-4-oxothieno[3,2-d]pyrimidin-3-yl)-2-oxopropyl]-3-methoxy-1-piperidinecarboxylate), B(Br)(Br)Br (boron tribromide), C([O-])(O)=O.[Na+] (sodium bicarbonate). Run in ClCCl (dichloromethane), ClCCl (dichloromethane). Conditions: time 10 minute. Product: ClC1=C(C=2N=CN(C(C2S1)=O)CC(C[C@@H]1N(CCC[C@H]1O)C(=O)OC)=O)Cl (Methyl trans-2-[3-(6,7-Dichloro-3,4-dihydro-4-oxothieno[3,2 -d]pyrimidin-3-yl)-2-oxopropyl]-3-hydroxy-1-piperidinecarboxylate). Reaction SMILES: [Cl:1][C:2]1[S:10][C:9]2[C:8](=[O:11])[N:7]([CH2:12][C:13](=[O:27])[CH2:14][C@H:15]3[C@H:20]([O:21]C)[CH2:19][CH2:18][CH2:17][N:16]3[C:23]([O:25][CH3:26])=[O:24])[CH:6]=[N:5][C:4]=2[C:3]=1[Cl:28].B(Br)(Br)Br.C(=O)(O)[O-].[Na+]>ClCCl>[Cl:1][C:2]1[S:10][C:9]2[C:8](=[O:11])[N:7]([CH2:12][C:13](=[O:27])[CH2:14][C@H:15]3[C@H:20]([OH:21])[CH2:19][CH2:18][CH2:17][N:16]3[C:23]([O:25][CH3:26])=[O:24])[CH:6]=[N:5][C:4]=2[C:3]=1[Cl:28] |f:2.3|. Reported procedure: A 35 ml single neck round bottom flask equipped with a magnetic stirring bar was flame dried and then stoppered with a serum cap. Through a syringe needle the flask was evacuated and filled with dry nitrogen four times. A solution of 0.270 g (0.0006 mole) of methyl trans-2-[3-(6,7-dichloro-3,4-dihydro-4-oxothieno[3,2-d]pyrimidin-3-yl)-2-oxopropyl]-3-methoxy-1-piperidinecarboxylate and 10 ml of dichloromethane was injected into the reaction flask, and with stirring the temperature was lowered to ... Reactants: CC(C)(C)O, Cc1ccc(C)c(OCc2ccccc2C(C#N)=NO)c1, Cl, [K+], [OH-], O. Product: Cc1ccc(C)c(OCc2ccccc2C(=NO)C(N)=O)c1. As a reaction SMILES: [C:3]([CH3:4])([CH3:5])([CH3:6])[OH:7].[CH3:8][c:9]1[c:10]([O:11][CH2:12][c:13]2[c:14]([C:15](=[N:16][OH:17])[C:18]#[N:19])[cH:20][cH:21][cH:22][cH:23]2)[cH:24][c:25]([CH3:28])[cH:26][cH:27]1.[ClH:29].[K+:2].[OH-:1].[OH2:30]>>[O:7]=[C:18]([C:15]([c:14]1[c:13]([CH2:12][O:11][c:10]2[c:9]([CH3:8])[cH:27][cH:26][c:25]([CH3:28])[cH:24]2)[cH:23][cH:22][cH:21][cH:20]1)=[N:16][OH:17])[NH2:19].